Dataset: the Open Reaction Database (ORD), a public repository of structured organic reaction records. Task: describe an organic reaction: reactants, conditions, products, and yield Yields the product N#CC1c2ccccc2COc2ccccc21. RXN SMILES: [CH3:27][CH2:28][CH2:29][CH2:30][CH2:31][CH3:32].[CH:20]([O:21][CH:22]([CH3:23])[CH3:24])([CH3:25])[CH3:26].[Cl:1][CH:2]1[c:3]2[c:4]([cH:13][cH:14][cH:15][cH:16]2)[O:5][CH2:6][c:7]2[c:8]1[cH:9][cH:10][cH:11][cH:12]2.[Cu:17][C:18]#[N:19].[cH:33]1[cH:34][cH:35][cH:36][cH:37][cH:38]1>>[CH:2]1([C:18]#[N:19])[c:3]2[c:4]([cH:13][cH:14][cH:15][cH:16]2)[O:5][CH2:6][c:7]2[c:8]1[cH:9][cH:10][cH:11][cH:12]2. Starting materials: CCCCCC, CC(C)OC(C)C, ClC1c2ccccc2COc2ccccc21, N#C[Cu], c1ccccc1. Procedure details: 24.6 g of potassium t-butoxide was dissolved in 200 ml of anhydrous THF under nitrogen. The solution was cooled with a dry ice bath to keep the inside temperature at -30° C. 4.9 g of compound (10) in 20 ml of THF was dropped into the solution and the mixture was stirred for 1 hour followed by warming to the room temperature. Then the reaction mixture was poused into ice, acidified with diluted hydrochloric acid and extracted with ether. After washing, drying and the solvent removal 3.5 g of liqu... Conditions: time 1 hour. RXN SMILES: CC(C)([O-])C.[K+].[F:7][C:8]([F:32])([F:31])[S:9]([C:12]1[CH:17]=[C:16]([CH2:18][CH2:19][CH2:20][CH2:21]Br)[CH:15]=[C:14]([S:23]([C:26]([F:29])([F:28])[F:27])(=[O:25])=[O:24])[C:13]=1[OH:30])(=[O:11])=[O:10].Cl>C1COCC1>[F:28][C:26]([F:27])([F:29])[S:23]([C:14]1[CH:15]=[C:16]([CH2:18][CH2:19][CH:20]=[CH2:21])[CH:17]=[C:12]([S:9]([C:8]([F:32])([F:31])[F:7])(=[O:11])=[O:10])[C:13]=1[OH:30])(=[O:25])=[O:24] |f:0.1|. The reactants are FC(S(=O)(=O)C1=C(C(=CC(=C1)CCCCBr)S(=O)(=O)C(F)(F)F)O)(F)F (2,6-bis(trifluoromethylsulfonyl)-4-(4-bromobutyl)phenol), CC(C)([O-])C.[K+] (potassium t-butoxide), Cl (hydrochloric acid). Yields the product FC(S(=O)(=O)C1=C(C(=CC(=C1)CCC=C)S(=O)(=O)C(F)(F)F)O)(F)F (2,6-bis(trifluoromethylsulfonyl)-4-(3-butenyl)phenol). Solvent: C1CCOC1 (THF), C1CCOC1 (THF). The reactants are C(C)OC(=O)C=1C(=C2C(=C(N1)C#N)N(C(=C2Cl)Cl)C2=CC=CC=C2)O (2,3-dichloro-7-cyano-4-hydroxy-1-phenyl-1H-pyrrolo[2,3-c]pyridine-5-carboxylic acid ethyl ester), NCC(=O)O (glycine), C[O-].[Na+].CO (NaOMe HOMe). Product: ClC1=C(C=2C(=C(N=C(C2O)C(=O)NCC(=O)O)C#N)N1C1=CC=CC=C1)Cl ([(2,3-Dichloro-7-cyano-4-hydroxy-1-phenyl-1H-pyrrolo[2,3-c]pyridine-5-carbonyl)-amino]-acetic acid). Reaction SMILES: C(O[C:4]([C:6]1[C:7]([OH:25])=[C:8]2[C:16]([Cl:17])=[C:15]([Cl:18])[N:14]([C:19]3[CH:24]=[CH:23][CH:22]=[CH:21][CH:20]=3)[C:9]2=[C:10]([C:12]#[N:13])[N:11]=1)=[O:5])C.[NH2:26][CH2:27][C:28]([OH:30])=[O:29].C[O-].[Na+].CO>>[Cl:18][C:15]1[N:14]([C:19]2[CH:20]=[CH:21][CH:22]=[CH:23][CH:24]=2)[C:9]2=[C:10]([C:12]#[N:13])[N:11]=[C:6]([C:4]([NH:26][CH2:27][C:28]([OH:30])=[O:29])=[O:5])[C:7]([OH:25])=[C:8]2[C:16]=1[Cl:17] |f:2.3.4|. Procedure details: Prepared in analogy to that of Example 1(e) from 2,3-dichloro-7-cyano-4-hydroxy-1-phenyl-1H-pyrrolo[2,3-c]pyridine-5-carboxylic acid ethyl ester, glycine and NaOMe/HOMe. The title compound, ESI MS (m/z): 405 (M+H)+. The reactants are Cl (hydrogen chloride), B.CSC (Borane methyl sulphide), ClC=1C=C(C=CC1)C1CN(C(CO1)=O)C(C)(C)C (2-[3-chlorophenyl]-4-[1,1-dimethylethyl]-5-oxo-morpholine), CO (methanol). Solvent: O1CCCC1 (tetrahydrofuran). The product is Cl.ClC=1C=C(C=CC1)C1CN(CCO1)C(C)(C)C (2-[3-chlorophenyl]-4-[1,1-dimethylethyl]morpholine hydrochloride). Isolated yield 117.2%. RXN SMILES: B.CSC.[Cl:5][C:6]1[CH:7]=[C:8]([CH:12]2[O:17][CH2:16][C:15](=O)[N:14]([C:19]([CH3:22])([CH3:21])[CH3:20])[CH2:13]2)[CH:9]=[CH:10][CH:11]=1.CO.Cl>O1CCCC1>[ClH:5].[Cl:5][C:6]1[CH:7]=[C:8]([CH:12]2[O:17][CH2:16][CH2:15][N:14]([C:19]([CH3:22])([CH3:21])[CH3:20])[CH2:13]2)[CH:9]=[CH:10][CH:11]=1 |f:0.1,6.7|. Reported procedure: Borane-methyl sulphide (0.5 ml) was added dropwise, under nitrogen, to a stirred solution of 2-[3-chlorophenyl]-4-[1,1-dimethylethyl]-5-oxo-morpholine (0.85g) in dry tetrahydrofuran (40 ml). The mixture was heated under reflux for 2 h., cooled, treated with methanol (5 ml) and heated for 1 hr. The resulting solution was cooled, treated with hydrogen chloride and evaporated to give 2-[3-chlorophenyl]-4-[1,1-dimethylethyl]morpholine hydrochloride as a white solid (0.54g), m.p. 223-8° C. (ethyl ace... The product is CCOC(=O)C1=C(C)CC(C)CC1=O. Starting materials: O=C([O-])O, C1CCOC1, CCOC(=O)C1C(=O)CC(C)CC1C, [H-], [Na+], [Na+], Cl[Se]c1ccccc1. RXN SMILES: [C:25](=[O:26])([OH:27])[O-:28].[CH2:30]1[O:31][CH2:32][CH2:33][CH2:34]1.[CH3:1][CH:2]1[CH:3]([C:10](=[O:11])[O:12][CH2:13][CH3:14])[C:4](=[O:9])[CH2:5][CH:6]([CH3:8])[CH2:7]1.[H-:15].[Na+:16].[Na+:29].[c:17]1([Se:18][Cl:19])[cH:20][cH:21][cH:22][cH:23][cH:24]1>>[CH3:1][C:2]1=[C:3]([C:10](=[O:11])[O:12][CH2:13][CH3:14])[C:4](=[O:9])[CH2:5][CH:6]([CH3:8])[CH2:7]1. The reactants are CC(C)(C)OC(=O)Oc2ccc1ccccc1c2 (substrate), Cc1cccc(C)c1B(O)O (effective_coupling_partner). Reagents/catalysts: dcypf. Run at temperature 60 celsius, time 4 hour. Product: Cc1cccc(C)c1c3ccc2ccccc2c3.